Dataset: the Open Reaction Database (ORD), a public repository of structured organic reaction records. Task: describe an organic reaction: reactants, conditions, products, and yield Reactants: COC(=O)C(=Cc1cccc(OCc2ccccc2)c1)OC, CO, [Mg]. The product is COC(=O)C(Cc1cccc(OCc2ccccc2)c1)OC. Reaction SMILES: [CH3:1][O:2][C:3]([C:4](=[CH:5][c:6]1[cH:7][c:8]([O:12][CH2:13][c:14]2[cH:15][cH:16][cH:17][cH:18][cH:19]2)[cH:9][cH:10][cH:11]1)[O:20][CH3:21])=[O:22].[CH3:24][OH:25].[Mg:23]>>[CH3:1][O:2][C:3]([CH:4]([CH2:5][c:6]1[cH:7][c:8]([O:12][CH2:13][c:14]2[cH:15][cH:16][cH:17][cH:18][cH:19]2)[cH:9][cH:10][cH:11]1)[O:20][CH3:21])=[O:22]. Starting materials: COC(CBr)OC (Bromoacetaldehyde dimethyl acetal), ClC1=CC(=C(NC2=NC=NC3=CC(=C(C=C23)OC)O)C=C1)F (4-(4-chloro-2-fluoroanilino)-7-hydroxy-6-methoxyquinazoline), C([O-])([O-])=O.[K+].[K+] (potassium carbonate). Solvent: CN(C)C=O (DMF). Reaction conditions: temperature 110 celsius. Product: COC(COC1=NC2=CC=C(C=C2C=N1)OC)OC (2,2-dimethoxyethoxy6-methoxyquinazoline). The yield is 53.7%. As a reaction SMILES: [CH3:1][O:2][CH:3]([O:6][CH3:7])[CH2:4]Br.ClC1C=CC(N[C:14]2[C:23]3[C:18](=[CH:19][C:20](O)=[C:21]([O:24][CH3:25])[CH:22]=3)[N:17]=[CH:16][N:15]=2)=C(F)C=1.C(=O)([O-])[O-:31].[K+].[K+]>CN(C=O)C>[CH3:1][O:2][CH:3]([O:6][CH3:7])[CH2:4][O:31][C:16]1[N:15]=[CH:14][C:23]2[C:18](=[CH:19][CH:20]=[C:21]([O:24][CH3:25])[CH:22]=2)[N:17]=1 |f:2.3.4|. Procedure details: Bromoacetaldehyde dimethyl acetal (0.74 ml, 3.1 mmol) was added to a mixture of 4-(4-chloro-2-fluoroanilino)-7-hydroxy-6-methoxyquinazoline (1.0 g, 3.13 mmol), (prepared as described for the starting material in Example 2), and anhydrous potassium carbonate (2.16 g, 15.6 mmol) in DMF (30 ml). The mixture was stirred and heated at 110° C. for 4 hours, then allowed to cool and the volatiles were removed by evaporation. Water was added to the residue and the aqueous mixture was extracted with methy... Reactants: C(CCC)[Li].CCCCCC (n-butyllithium n-hexane), CNS(=O)(=O)C=1N=CN2C1SC=C2 (7-(N-methylsulfamoyl)imidazo[5,1-b]thiazole), C(CCC)[Li].CCCCCC (n-butyllithium n-hexane), C(CCC)[Sn](CCCC)(CCCC)Cl (Tri-n-butylstannyl chloride), C(CCC)[Sn](CCCC)(CCCC)Cl (Tri-n-butylstannyl chloride), [Cl-].[NH4+] (ammonium chloride). Solvent: C1CCOC1 (THF), CN(C)P(=O)(N(C)C)N(C)C (HMPA), C(C)(=O)OCC (Ethyl acetate). Run at time 30 minute. Product: CNS(=O)(=O)C=1N=CN2C1SC(=C2)[Sn](CCCC)(CCCC)CCCC (7-(N-Methylsulfamoyl)-2-(tri-n-butylstannyl)imidazo[5,1-b]thiazole). RXN SMILES: C([Li])CCC.CCCCCC.[CH3:12][NH:13][S:14]([C:17]1[N:18]=[CH:19][N:20]2[CH:24]=[CH:23][S:22][C:21]=12)(=[O:16])=[O:15].[CH2:25]([Sn:29](Cl)([CH2:34][CH2:35][CH2:36][CH3:37])[CH2:30][CH2:31][CH2:32][CH3:33])[CH2:26][CH2:27][CH3:28].[Cl-].[NH4+]>C1COCC1.CN(P(N(C)C)(N(C)C)=O)C.C(OCC)(=O)C>[CH3:12][NH:13][S:14]([C:17]1[N:18]=[CH:19][N:20]2[CH:24]=[C:23]([Sn:29]([CH2:30][CH2:31][CH2:32][CH3:33])([CH2:34][CH2:35][CH2:36][CH3:37])[CH2:25][CH2:26][CH2:27][CH3:28])[S:22][C:21]=12)(=[O:15])=[O:16] |f:0.1,4.5|. Reported procedure: A 1.6 N n-butyllithium/n-hexane solution (1.6 ml ) was added to a solution of 0.26 g of 7-(N-methylsulfamoyl)imidazo[5,1-b]thiazole in 8 ml of dry THF and 4 ml of HMPA in an argon atmosphere at −50° C. The mixture was stirred at the same temperature for 30 min. Tri-n-butylstannyl chloride (0.34 ml) was added thereto. The mixture was stirred for 30 min. A 1.6 N n-butyllithium/n-hexane solution (0.8 ml) was further added thereto. The mixture was stirred for 30 min. Tri-n-butylstannyl chloride (0.2... The reactants are COC1=C(C(=O)O)C=C(C=C1)C1N(NN=C1C)C (2-methoxy-5-(3,5-dimethyl-4H-triazol-4-yl)benzoic acid), Cl.C(C)OCCN1C(=NC2=C1C=CC=C2)N2CCN(CCC2)CCC2(CNCC2)C2=CC=CC=C2 (3-(2-(4-(1-(2-ethoxyethyl)-1H-benzimidazol-2-yl)[1,4]diazepan-1-yl)ethyl)-3-phenylpyrrolidine hydrochloric acid salt). Product: COC1=C(C(=O)N2CC(CC2)(C2=CC=CC=C2)CCN2CCN(CCC2)C2=NC3=C(N2CCOCC)C=CC=C3)C=C(C=C1)C1N(NN=C1C)C (1-(2-Methoxy-5-(3,5-dimethyl-4H-triazol-4-yl)benzoyl)-3-(2-(4-(1-(2-ethoxyethyl)-1H-benzimidazol-2-yl)[1,4]diazepan-1-yl)ethyl)-3-phenylpyrrolidine). As a reaction SMILES: [CH3:1][O:2][C:3]1[CH:11]=[CH:10][C:9]([CH:12]2[C:16]([CH3:17])=[N:15][NH:14][N:13]2[CH3:18])=[CH:8][C:4]=1[C:5]([OH:7])=O.Cl.[CH2:20]([O:22][CH2:23][CH2:24][N:25]1[C:29]2[CH:30]=[CH:31][CH:32]=[CH:33][C:28]=2[N:27]=[C:26]1[N:34]1[CH2:40][CH2:39][CH2:38][N:37]([CH2:41][CH2:42][C:43]2([C:48]3[CH:53]=[CH:52][CH:51]=[CH:50][CH:49]=3)[CH2:47][CH2:46][NH:45][CH2:44]2)[CH2:36][CH2:35]1)[CH3:21]>>[CH3:1][O:2][C:3]1[CH:11]=[CH:10][C:9]([CH:12]2[C:16]([CH3:17])=[N:15][NH:14][N:13]2[CH3:18])=[CH:8][C:4]=1[C:5]([N:45]1[CH2:46][CH2:47][C:43]([CH2:42][CH2:41][N:37]2[CH2:38][CH2:39][CH2:40][N:34]([C:26]3[N:25]([CH2:24][CH2:23][O:22][CH2:20][CH3:21])[C:29]4[CH:30]=[CH:31][CH:32]=[CH:33][C:28]=4[N:27]=3)[CH2:35][CH2:36]2)([C:48]2[CH:53]=[CH:52][CH:51]=[CH:50][CH:49]=2)[CH2:44]1)=[O:7] |f:1.2|. Reported procedure: Prepare by the method of Example 56.1 using 2-methoxy-5-(3,5-dimethyl-4H-triazol-4-yl)benzoic acid and 3-(2-(4-(1-(2-ethoxyethyl)-1H-benzimidazol-2-yl)[1,4]diazepan-1-yl)ethyl)-3-phenylpyrrolidine hydrochloric acid salt (prepared from (−)-3-phenyl-3-(2-hydroxyethyl)pyrrolidine(R,R)-di-p-anisoyltartaric acid salt) to give the title compound. The reactants are CC(C)(C)OC(=O)N1CCC(Nc2ccccc2C(F)(F)F)CC1, ClCCl, O=C(O)C(F)(F)F. Yields the product FC(F)(F)c1ccccc1NC1CCNCC1. RXN SMILES: [C:1]([O:2][C:3](=[O:4])[N:8]1[CH2:9][CH2:10][CH:11]([NH:14][c:15]2[c:16]([C:21]([F:22])([F:23])[F:24])[cH:17][cH:18][cH:19][cH:20]2)[CH2:12][CH2:13]1)([CH3:5])([CH3:6])[CH3:7].[Cl:25][CH2:26][Cl:27].[OH:28][C:29]([C:30]([F:31])([F:32])[F:33])=[O:34]>>[NH:8]1[CH2:9][CH2:10][CH:11]([NH:14][c:15]2[c:16]([C:21]([F:22])([F:23])[F:24])[cH:17][cH:18][cH:19][cH:20]2)[CH2:12][CH2:13]1. Reactants: CCOC(=O)C(C)Oc1ccc(F)cc1Br, CC(C)C[Al+]CC(C)C, Cc1ccccc1, [H-]. Yields the product CC(C=O)Oc1ccc(F)cc1Br. As a reaction SMILES: [Br:1][c:2]1[c:3]([O:4][CH:5]([C:6](=[O:7])[O:8][CH2:9][CH3:10])[CH3:11])[cH:12][cH:13][c:14]([F:16])[cH:15]1.[CH2:18]([Al+:19][CH2:20][CH:21]([CH3:22])[CH3:23])[CH:24]([CH3:25])[CH3:26].[CH3:27][c:28]1[cH:29][cH:30][cH:31][cH:32][cH:33]1.[H-:17]>>[Br:1][c:2]1[c:3]([O:4][CH:5]([CH:6]=[O:7])[CH3:11])[cH:12][cH:13][c:14]([F:16])[cH:15]1. Reactants: C=CC(=O)OCC, c1ccc2c(c1)Sc1ccccc1N1CCNCC21, CCO. Yields the product CCOC(=O)CCN1CCN2c3ccccc3Sc3ccccc3C2C1. Reaction SMILES: [C:20]([CH:21]=[CH2:22])(=[O:23])[O:24][CH2:25][CH3:26].[CH2:1]1[NH:2][CH2:3][CH2:4][N:5]2[c:6]3[c:7]([cH:16][cH:17][cH:18][cH:19]3)[S:8][c:9]3[c:10]([cH:12][cH:13][cH:14][cH:15]3)[CH:11]12.[CH3:27][CH2:28][OH:29]>>[CH2:1]1[N:2]([CH2:22][CH2:21][C:20](=[O:23])[O:24][CH2:25][CH3:26])[CH2:3][CH2:4][N:5]2[c:6]3[c:7]([cH:16][cH:17][cH:18][cH:19]3)[S:8][c:9]3[c:10]([cH:12][cH:13][cH:14][cH:15]3)[CH:11]12. Yields the product CN(C(=O)NCc1cccc(F)c1Cl)C(CCC(=O)N1CCNCC1)COC(=O)Nc1nc2ccccc2s1. The reactants are ClCCl, O=C(O)C(F)(F)F, CN(C(=O)NCc1cccc(F)c1Cl)C(CCC(=O)N1CCN(C(=O)OC(C)(C)C)CC1)COC(=O)Nc1nc2ccccc2s1. RXN SMILES: [Cl:54][CH2:55][Cl:56].[F:47][C:48]([F:49])([F:50])[C:51]([OH:52])=[O:53].[s:1]1[c:2]([NH:10][C:11](=[O:12])[O:13][CH2:14][CH:15]([CH2:16][CH2:17][C:18](=[O:19])[N:20]2[CH2:21][CH2:22][N:23]([C:26]([O:27][C:28]([CH3:29])([CH3:30])[CH3:31])=[O:32])[CH2:24][CH2:25]2)[N:33]([C:34](=[O:35])[NH:36][CH2:37][c:38]2[c:39]([Cl:45])[c:40]([F:44])[cH:41][cH:42][cH:43]2)[CH3:46])[n:3][c:4]2[c:5]1[cH:6][cH:7][cH:8][cH:9]2>>[s:1]1[c:2]([NH:10][C:11](=[O:12])[O:13][CH2:14][CH:15]([CH2:16][CH2:17][C:18](=[O:19])[N:20]2[CH2:21][CH2:22][NH:23][CH2:24][CH2:25]2)[N:33]([C:34](=[O:35])[NH:36][CH2:37][c:38]2[c:39]([Cl:45])[c:40]([F:44])[cH:41][cH:42][cH:43]2)[CH3:46])[n:3][c:4]2[c:5]1[cH:6][cH:7][cH:8][cH:9]2. The reactants are COC(CC1NCCCC1)=O (piperidin-2-yl-acetic acid methyl ester), CC=1SC(=C(N1)C(=O)O)C1=CC=C(C=C1)F (2methyl-5-(4-fluorophenyl)-thiazole-4-carboxylic acid). The product is COC(CC1N(CCCC1)C(=O)C=1N=C(SC1C1=CC=C(C=C1)F)C)=O ((1-{1-[5-(4-Fluoro-phenyl)-2-methyl-thiazol-4yl]-methanoyl}-piperidin-2-yl)-acetic acid methyl ester). Yield: 60.2%. RXN SMILES: [CH3:1][O:2][C:3](=[O:11])[CH2:4][CH:5]1[CH2:10][CH2:9][CH2:8][CH2:7][NH:6]1.[CH3:12][C:13]1[S:14][C:15]([C:21]2[CH:26]=[CH:25][C:24]([F:27])=[CH:23][CH:22]=2)=[C:16]([C:18](O)=[O:19])[N:17]=1>>[CH3:1][O:2][C:3](=[O:11])[CH2:4][CH:5]1[CH2:10][CH2:9][CH2:8][CH2:7][N:6]1[C:18]([C:16]1[N:17]=[C:13]([CH3:12])[S:14][C:15]=1[C:21]1[CH:26]=[CH:25][C:24]([F:27])=[CH:23][CH:22]=1)=[O:19]. Procedure: The title compound (2.1 g) was prepared from piperidin-2-yl-acetic acid methyl ester (3.4 g) and 2methyl-5-(4-fluorophenyl)-thiazole-4-carboxylic acid (2.20 g) according to the method of description 20.